Dataset: the Open Reaction Database (ORD), a public repository of structured organic reaction records. Task: describe an organic reaction: reactants, conditions, products, and yield The reactants are resultant mixture, Cl.CN1C(N(C(C=C1N1CCN(CC1)CCCOC1=C(C=C(C=C1)Cl)[N+](=O)[O-])=O)C)=O (1,3-dimethyl-6-{4-[3-(4-chloro-2-nitrophenoxy)propyl]piperazin-1-yl}-2,4(1H,3H)-pyrimidinedione hydrochloride), Cl.CN1C(N(C(C=C1N1CCN(CC1)CCCOC1=C(C=C(C=C1)Cl)[N+](=O)[O-])=O)C)=O (1,3-dimethyl-6-{4-[3-(4-chloro-2-nitrophenoxy)propyl]piperazin-1-yl}-2,4(1H,3H)-pyrimidinedione hydrochloride), ClC1=CC(=C(C=C1)O)[N+](=O)[O-] (4-chloro-2-nitrophenol), CN1C(N(C(C=C1NCCNC(C1=CC=C(C=C1)[N+](=O)[O-])=O)=O)C)=O (1,3-dimethyl-6-[2-(4-nitrobenzoylamino)ethylamino]-2,4(1H,3H)-pyrimidinedione), CN1C(N(C(C=C1NCCNC(C1=CC=C(C=C1)[N+](=O)[O-])=O)=O)C)=O (1,3-dimethyl-6-[2-(4-nitrobenzoylamino)ethylamino]-2,4(1H,3H)-pyrimidinedione), C1(=CC=CC=C1)P(C1=CC=CC=C1)C1=CC=CC=C1 (triphenylphosphine), N(=NC(=O)OCC)C(=O)OCC (diethyl azodicarboxylate). The solvent is O1CCCC1 (tetrahydrofuran). Product: CN1C(N(C(C=C1N1CCN(CC1)CCCOC1=C(C=C(C=C1)Cl)[N+](=O)[O-])=O)C)=O (1,3-dimethyl-6-{4-[3-(4-chloro-2-nitrophenyloxy)propyl]piperazin-1-yl}-2,4(1H,3H)-pyrimidinedione). Reaction SMILES: Cl.[CH3:2][N:3]1[C:8]([N:9]2[CH2:14][CH2:13][N:12]([CH2:15][CH2:16][CH2:17][O:18][C:19]3[CH:24]=[CH:23][C:22]([Cl:25])=[CH:21][C:20]=3[N+:26]([O-:28])=[O:27])[CH2:11][CH2:10]2)=[CH:7][C:6](=[O:29])[N:5]([CH3:30])[C:4]1=[O:31].ClC1C=CC(O)=C([N+]([O-])=O)C=1.CN1C(NCCNC(=O)C2C=CC([N+]([O-])=O)=CC=2)=CC(=O)N(C)C1=O.C1(P(C2C=CC=CC=2)C2C=CC=CC=2)C=CC=CC=1.N(C(OCC)=O)=NC(OCC)=O>O1CCCC1>[CH3:2][N:3]1[C:8]([N:9]2[CH2:14][CH2:13][N:12]([CH2:15][CH2:16][CH2:17][O:18][C:19]3[CH:24]=[CH:23][C:22]([Cl:25])=[CH:21][C:20]=3[N+:26]([O-:28])=[O:27])[CH2:11][CH2:10]2)=[CH:7][C:6](=[O:29])[N:5]([CH3:30])[C:4]1=[O:31] |f:0.1|. Reported procedure: Preparation of 1,3-dimethyl-6-{4-[3-(4-chloro-2-nitrophenoxy)propyl]piperazin-1-yl}-2,4(1H,3H)-pyrimidinedione hydrochloride (Compound 140) ##STR125## 0.80 g of 4-chloro-2-nitrophenol, 1.13 g of 1,3-dimethyl-6-[4-(3-hydroxypropyl)piperazin-1-yl}-2,4(1H,3H)-pyrimidinedione (Compound 139) and 1.21 g of triphenylphosphine were suspended in 15 ml of anhydrous tetrahydrofuran, followed by the addition of 0.80 g of diethyl azodicarboxylate. The resultant mixture was treated in a similar manner to Exam...